From a dataset of the Open Reaction Database (ORD), a public repository of structured organic reaction records. describe an organic reaction: reactants, conditions, products, and yield The reactants are COP(=O)(CCCCNC(=O)C1CCCN1C(=O)c1ccccc1)CN(C(=O)CCCc1ccccc1)C(CC(C)C)C(=O)O, CO, [Na+], [OH-], [NH-]c1ccccc1. Yields the product CC(C)CC(C(=O)O)N(CP(=O)(O)CCCCNC(=O)C1CCCN1C(=O)c1ccccc1)C(=O)CCCc1ccccc1, [NH-]c1ccccc1. Reaction SMILES: [CH3:1][O:2][P:3](=[O:4])([CH2:5][CH2:6][CH2:7][CH2:8][NH:9][C:10]([CH:11]1[N:12]([C:16]([c:17]2[cH:18][cH:19][cH:20][cH:21][cH:22]2)=[O:23])[CH2:13][CH2:14][CH2:15]1)=[O:24])[CH2:25][N:26]([CH:27]([CH2:28][CH:29]([CH3:30])[CH3:31])[C:32](=[O:33])[OH:34])[C:35]([CH2:36][CH2:37][CH2:38][c:39]1[cH:40][cH:41][cH:42][cH:43][cH:44]1)=[O:45].[CH3:55][OH:56].[Na+:54].[OH-:53].[c:46]1([NH-:52])[cH:47][cH:48][cH:49][cH:50][cH:51]1>>[O:2]=[P:3]([OH:4])([CH2:5][CH2:6][CH2:7][CH2:8][NH:9][C:10]([CH:11]1[N:12]([C:16]([c:17]2[cH:18][cH:19][cH:20][cH:21][cH:22]2)=[O:23])[CH2:13][CH2:14][CH2:15]1)=[O:24])[CH2:25][N:26]([CH:27]([CH2:28][CH:29]([CH3:30])[CH3:31])[C:32](=[O:33])[OH:34])[C:35]([CH2:36][CH2:37][CH2:38][c:39]1[cH:40][cH:41][cH:42][cH:43][cH:44]1)=[O:45].[c:46]1([NH-:52])[cH:47][cH:48][cH:49][cH:50][cH:51]1. Reactants: OC1=C(C(C2=CC=CC(=C2C1=O)O)=O)C1=C(C(=O)O)C=C(C=C1OC)C (2-(3,5-dihydroxy-1,4-naphthoquinon-2-yl)-3-methoxy-5-methylbenzoic acid), FC(C(=O)OC(C(F)(F)F)=O)(F)F (trifluoroacetic anhydride), C(C)(=O)OC(C)=O (acetic anhydride). The solvent is C(C)(=O)OCC (ethyl acetate). Product: OC1=CC=CC=2C(C3=C(OC(C4=C3C(=CC(=C4)C)OC)=O)C(C12)=O)=O (8-hydroxy-1-methoxy-3-methyl-7,12-dihydro-5H-benzo[d]naphtho[2,3-b]pyran-5,7,12-trione). RXN SMILES: [OH:1][C:2]1[C:11](=[O:12])[C:10]2[C:5](=[CH:6][CH:7]=[CH:8][C:9]=2[OH:13])[C:4](=[O:14])[C:3]=1[C:15]1[C:23]([O:24][CH3:25])=[CH:22][C:21]([CH3:26])=[CH:20][C:16]=1[C:17](O)=[O:18].FC(F)(F)C(OC(=O)C(F)(F)F)=O.C(OC(=O)C)(=O)C>C(OCC)(=O)C>[OH:13][C:9]1[C:10]2[C:11](=[O:12])[C:2]3[O:1][C:17](=[O:18])[C:16]4[CH:20]=[C:21]([CH3:26])[CH:22]=[C:23]([O:24][CH3:25])[C:15]=4[C:3]=3[C:4](=[O:14])[C:5]=2[CH:6]=[CH:7][CH:8]=1. Procedure details: The entire amount of the 2-(3,5-dihydroxy-1,4-naphthoquinon-2-yl)-3-methoxy-5-methylbenzoic acid obtained above was dissolved in ethyl acetate (10 ml) and while the solution was stirred at room temperature, a mixture (1 ml:10 ml) of trifluoroacetic anhydride and acetic anhydride was added. The mixture was further stirred at the same temperature for an hour. This reaction mixture was washed with water and dilute aqueous sodium carbonate in that order, followed by drying over magnesium sulfate. Th...